From a dataset of the Open Reaction Database (ORD), a public repository of structured organic reaction records. describe an organic reaction: reactants, conditions, products, and yield Reactants: NC=1C=C(C=CC1N)C (3,4-diaminotoluene), C([O-])([O-])=O.[K+].[K+] (potassium carbonate), C(=O)=O (CO2), C(=O)=O (CO2). Run in O (water). Conditions: temperature 230 celsius. The product is CC1=CC=2C(=NC(N2)=O)C=C1 (5-methylbenzimidazolone). Yield: 473.8%. As a reaction SMILES: [NH2:1][C:2]1[CH:3]=[C:4]([CH3:9])[CH:5]=[CH:6][C:7]=1[NH2:8].[C:10](=O)([O-])[O-:11].[K+].[K+].C(=O)=O>O>[CH3:9][C:4]1[CH:5]=[CH:6][C:7]2=[N:8][C:10](=[O:11])[N:1]=[C:2]2[CH:3]=1 |f:1.2.3|. Reported procedure: 24.4 g (0.2 mol) of 3,4-diaminotoluene, 18 g of water and 5.5 g (0.04 mol) of potassium carbonate were introduced into a 200 ml reactor. After sealing, CO2 was injected up to a pressure of 35 bar. The mixture was then heated to 230° C., and this temperature maintained for 12 hours. During the heating period, the pressure rose to up to 80 bar. After the reaction was completed, the mixture was cooled, the excess CO2 pressure was let down, and the aqueous slurry of crystals was removed. The aqueous... Starting materials: [H-].[Na+] (sodium hydride), C(C)(C)(C)OC(=O)N1CCC(CC1)=O (1-(tert-butoxycarbonyl)-4-piperidinone), [H-].[Na+] (sodium hydride), C(#N)CP(OCC)(OCC)=O (diethyl cyanomethylphosphonate), BrBr (bromine). Solvent: C1CCOC1 (THF), C1CCOC1 (THF). Run at time 2 hour. The product is C(C)(C)(C)OC(=O)N1CCC(CC1)=C(C#N)Br (4-(bromo-cyano-methylidene)-piperidine-1-carboxylic acid tert-butyl ester). Isolated yield 73.2%. RXN SMILES: [H-].[Na+].[C:3]([CH2:5]P(=O)(OCC)OCC)#[N:4].[Br:14]Br.[C:16]([O:20][C:21]([N:23]1[CH2:28][CH2:27][C:26](=O)[CH2:25][CH2:24]1)=[O:22])([CH3:19])([CH3:18])[CH3:17]>C1COCC1>[C:16]([O:20][C:21]([N:23]1[CH2:28][CH2:27][C:26](=[C:5]([Br:14])[C:3]#[N:4])[CH2:25][CH2:24]1)=[O:22])([CH3:19])([CH3:18])[CH3:17] |f:0.1|. Procedure: A slurry of sodium hydride (0.76 g, 19.0 mmol) in THF (75 mL) at 0° C. under nitrogen was carefully treated with diethyl cyanomethylphosphonate (3.4 g, 19.0 mmol) via a syringe. After gas evolution ceased, the reaction mixture was treated with bromine (3.04 g, 19.0 mmol) via a dropping funnel over 10 min., and the resulting mixture was allowed to stir for 2 h. The reaction mixture was treated with sodium hydride (0.76 g, 19.0 mmol) and the resulting slurry was allowed to stir for 30 min. at 0° C... Reactants: [Al+3], C1COCCN1, Cc1ccccc1, COC(=O)c1c(C2CC2)nc2ccccc2c1-c1ccc(F)cc1, [H-], [H-], [H-], [H-], [Li+], C1CCOC1, O=S(=O)(O)O. Product: O=Cc1c(C2CC2)nc2ccccc2c1-c1ccc(F)cc1. Reaction SMILES: [Al+3:2].[CH2:7]1[NH:8][CH2:9][CH2:10][O:11][CH2:12]1.[CH3:47][c:48]1[cH:49][cH:50][cH:51][cH:52][cH:53]1.[F:13][c:14]1[cH:15][cH:16][c:17](-[c:20]2[c:21]([C:33](=[O:34])[O:35][CH3:36])[c:22]([CH:30]3[CH2:31][CH2:32]3)[n:23][c:24]3[cH:25][cH:26][cH:27][cH:28][c:29]23)[cH:18][cH:19]1.[H-:1].[H-:4].[H-:5].[H-:6].[Li+:3].[O:42]1[CH2:43][CH2:44][CH2:45][CH2:46]1.[S:37](=[O:38])(=[O:39])([OH:40])[OH:41]>>[F:13][c:14]1[cH:15][cH:16][c:17](-[c:20]2[c:21]([CH:33]=[O:34])[c:22]([CH:30]3[CH2:31][CH2:32]3)[n:23][c:24]3[cH:25][cH:26][cH:27][cH:28][c:29]23)[cH:18][cH:19]1. The reactants are FC1=CC=C(C=C1)C1=C(CC(C1)(C(=O)OC)C(=O)OC)C1=CC=C(C=C1)S(=O)(=O)C (1-[2-(4-fluorophenyl)-4,4-dicarbomethoxycyclopenten-1-yl]-4-(methylsulfonyl)benzene), CC(C)C[AlH]CC(C)C (DIBAL). The solvent is C1CCOC1 (THF). Reaction conditions: time 1.5 hour. Product: FC1=CC=C(C=C1)C1=C(CC(C1)(CO)CO)C1=CC=C(C=C1)S(=O)(=O)C (1-[2-(4-fluorophenyl)-4,4-di(hydroxymethyl)cyclopenten-1-yl]-4-(methylsulfonyl)benzene). Isolated yield 95.4%. As a reaction SMILES: [F:1][C:2]1[CH:7]=[CH:6][C:5]([C:8]2[CH2:12][C:11]([C:17](OC)=[O:18])([C:13](OC)=[O:14])[CH2:10][C:9]=2[C:21]2[CH:26]=[CH:25][C:24]([S:27]([CH3:30])(=[O:29])=[O:28])=[CH:23][CH:22]=2)=[CH:4][CH:3]=1.CC(C[AlH]CC(C)C)C>C1COCC1>[F:1][C:2]1[CH:7]=[CH:6][C:5]([C:8]2[CH2:12][C:11]([CH2:17][OH:18])([CH2:13][OH:14])[CH2:10][C:9]=2[C:21]2[CH:22]=[CH:23][C:24]([S:27]([CH3:30])(=[O:29])=[O:28])=[CH:25][CH:26]=2)=[CH:4][CH:3]=1. Procedure details: Under nitrogen, a solution of 1.01 g (2.34 mmol) of 1-[2-(4-fluorophenyl)-4,4-dicarbomethoxycyclopenten-1-yl]-4-(methylsulfonyl)benzene (prepared in Step 8) in 1.5 mL of THF at -78° C. was treated with 11.6 mL (11.6 mmol) of DIBAL (1.0M in THF). The reaction was stirred at ambient temperature for 1.5 hours, quenched with acetone and aqueous NaOH, extracted with ethyl acetate, dried (MgSO4), and concentrated in vacuo to give 840 mg of crude 1-[2-(4-fluorophenyl)-4,4-di(hydroxymethyl)cyclopenten-1...